Dataset: the Open Reaction Database (ORD), a public repository of structured organic reaction records. Task: describe an organic reaction: reactants, conditions, products, and yield Starting materials: N(N)C1=CC=C(C(=O)N)C=C1 (4-hydrazinobenzamide), C(C)OC(CCCN1C(C2=CC=CC=C2C1=O)=O)OCC (4-[1,3-dihydro-1,3-dioxo-2H-isoindol-2-yl]-butanal diethyl acetal). Run in C(C)(=O)O (acetic acid). The product is O=C1N(C(C2=CC=CC=C12)=O)CCCC=NNC1=CC=C(C(=O)N)C=C1 (4[[4-(1,3-Dihydro-1,3-dioxo-2H-isoindol-2-yl)butylidene]hydrazino]benzamide). Yield: 91.5%. RXN SMILES: [NH:1]([C:3]1[CH:11]=[CH:10][C:6]([C:7]([NH2:9])=[O:8])=[CH:5][CH:4]=1)[NH2:2].C(O[CH:15](OCC)[CH2:16][CH2:17][CH2:18][N:19]1[C:27](=[O:28])[C:26]2[C:21](=[CH:22][CH:23]=[CH:24][CH:25]=2)[C:20]1=[O:29])C>C(O)(=O)C>[O:29]=[C:20]1[C:21]2[C:26](=[CH:25][CH:24]=[CH:23][CH:22]=2)[C:27](=[O:28])[N:19]1[CH2:18][CH2:17][CH2:16][CH:15]=[N:2][NH:1][C:3]1[CH:4]=[CH:5][C:6]([C:7]([NH2:9])=[O:8])=[CH:10][CH:11]=1. Procedure details: A solution of 4-hydrazinobenzamide (0.26 g), in 25% aqueous acetic acid (20 ml) was added to 4-[1,3-dihydro-1,3-dioxo-2H-isoindol-2-yl]-butanal diethyl acetal (0.5 g). The mixture was heated on a steam bath for 2 hours and then cooled. The mixture was decanted to leave an oil which was triturated with methanol (3 ml). The solid that resulted was washed with water (5 ml) and dried in vacuo at 50° C. to give the title compound (0.55 g) as a yellow crystalline solid m.p. 147°-152° C. (decomp).